describe an organic reaction: reactants, conditions, products, and yield From a dataset of the Open Reaction Database (ORD), a public repository of structured organic reaction records. The reactants are CI, Cc1cc(C2CC2)cnc1N1CCN(C(=O)c2ccc(N3C(=O)OCC3CO)nc2)CC1. The product is COCC1COC(=O)N1c1ccc(C(=O)N2CCN(c3ncc(C4CC4)cc3C)CC2)cn1. As a reaction SMILES: [CH3:33][I:34].[CH:1]1([c:4]2[cH:5][c:6]([CH3:32])[c:7]([N:10]3[CH2:11][CH2:12][N:13]([C:16](=[O:17])[c:18]4[cH:19][cH:20][c:21]([N:24]5[C:25](=[O:31])[O:26][CH2:27][CH:28]5[CH2:29][OH:30])[n:22][cH:23]4)[CH2:14][CH2:15]3)[n:8][cH:9]2)[CH2:2][CH2:3]1>>[CH:1]1([c:4]2[cH:5][c:6]([CH3:32])[c:7]([N:10]3[CH2:11][CH2:12][N:13]([C:16](=[O:17])[c:18]4[cH:19][cH:20][c:21]([N:24]5[C:25](=[O:31])[O:26][CH2:27][CH:28]5[CH2:29][O:30][CH3:33])[n:22][cH:23]4)[CH2:14][CH2:15]3)[n:8][cH:9]2)[CH2:2][CH2:3]1. Reaction SMILES: [C:1]([O:2][C:3](=[O:4])[NH:7][C:8]1=[N:13][C:12]([CH3:14])([c:15]2[cH:16][c:17]([NH:21][C:22](=[O:23])[c:24]3[n:25][cH:26][c:27]([Br:30])[cH:28][cH:29]3)[cH:18][cH:19][cH:20]2)[CH2:11][O:10][C:9]1([C:31]([F:32])([F:33])[F:34])[CH3:35])([CH3:5])([CH3:6])[CH3:36].[CH2:38]1[O:39][CH2:40][CH2:41][CH2:42]1.[ClH:37]>>[ClH:37].[NH2:7][C:8]1=[N:13][C:12]([CH3:14])([c:15]2[cH:16][c:17]([NH:21][C:22](=[O:23])[c:24]3[n:25][cH:26][c:27]([Br:30])[cH:28][cH:29]3)[cH:18][cH:19][cH:20]2)[CH2:11][O:10][C:9]1([C:31]([F:32])([F:33])[F:34])[CH3:35]. Product: Cl, CC1(c2cccc(NC(=O)c3ccc(Br)cn3)c2)COC(C)(C(F)(F)F)C(N)=N1. Starting materials: CC(C)(C)OC(=O)NC1=NC(C)(c2cccc(NC(=O)c3ccc(Br)cn3)c2)COC1(C)C(F)(F)F, C1CCOC1, Cl. The reactants are ClC=1C(=NN2C1CCCC2)NN (3-Chloro-2-hydrazino-4,5,6,7-tetrahydropyrazolo[1,5-a]pyridine), C(C)OC=C(C#N)C#N (ethoxymethylenemalononitrile). Procedure details: 1.1 g (5.92 mmole) 3-Chloro-2-hydrazino-4,5,6,7-tetrahydropyrazolo[1,5-a]pyridine and 0.72 g (5.92 mmole) ethoxymethylenemalononitrile in 10 ml ethanol was heated at reflux for 2 hours. The resulting precipitate was suction filtered, washed with ethanol, dried and purified by silica gel column chromatography (hexane/ethyl acetate). Reaction SMILES: [Cl:1][C:2]1[C:3]([NH:11][NH2:12])=[N:4][N:5]2[CH2:10][CH2:9][CH2:8][CH2:7][C:6]=12.C(O[CH:16]=[C:17]([C:20]#[N:21])[C:18]#[N:19])C>C(O)C>[NH2:21][C:20]1[N:11]([C:3]2[C:2]([Cl:1])=[C:6]3[CH2:7][CH2:8][CH2:9][CH2:10][N:5]3[N:4]=2)[N:12]=[CH:16][C:17]=1[C:18]#[N:19]. The solvent is C(C)O (ethanol). Yields the product NC1=C(C=NN1C1=NN2C(CCCC2)=C1Cl)C#N (5-Amino-1-(3-chloro-4,5,6,7-tetrahydropyrazolo[1,5-a]pyridin-2-yl)-4-cyanopyrazole). Reactants: COC(CCCCC=1N=C(SC1)C1=C(C=CC=C1)OC)=O (5-[2-(2-methoxy-phenyl)-thiazol-4-yl]-pentanoic acid methyl ester), B(Br)(Br)Br (boron tribromide). Solvent: C(Cl)Cl (CH2Cl2). Product: COC(CCCCC=1N=C(SC1)C1=C(C=CC=C1)O)=O (5-[2-(2-hydroxy-phenyl)-thiazol-4-yl]-pentanoic acid methyl ester). Reaction SMILES: [CH3:1][O:2][C:3](=[O:21])[CH2:4][CH2:5][CH2:6][CH2:7][C:8]1[N:9]=[C:10]([C:13]2[CH:18]=[CH:17][CH:16]=[CH:15][C:14]=2[O:19]C)[S:11][CH:12]=1.B(Br)(Br)Br>C(Cl)Cl>[CH3:1][O:2][C:3](=[O:21])[CH2:4][CH2:5][CH2:6][CH2:7][C:8]1[N:9]=[C:10]([C:13]2[CH:18]=[CH:17][CH:16]=[CH:15][C:14]=2[OH:19])[S:11][CH:12]=1. Reported procedure: Dissolve 5-[2-(2-methoxy-phenyl)-thiazol-4-yl]-pentanoic acid methyl ester (3.3 g, 10.8 mmol) in CH2Cl2 (30 mL) under nitrogen at room temperature. Add boron tribromide (1M in CH2Cl2, 27 mL) and stir at room temperature until the reaction is complete. Quench the mixture with methanol, add ice/water and extract with CH2Cl2. Dry the combined extracts over Na2SO4 and concentrate. Chromatograph the resulting residue over silica gel (EtOAc/CH2Cl2) to allow for isolation of 5-[2-(2-hydroxy-phenyl)-thi...